This data is from the Open Reaction Database (ORD), a public repository of structured organic reaction records. The task is: describe an organic reaction: reactants, conditions, products, and yield Yields the product Cc1cnn(-c2cc3nccc(Oc4ccc(N)cc4)c3s2)c1. The reactants are C1CCOC1, Cc1cnn(-c2cc3nccc(Oc4ccc([N+](=O)[O-])cc4)c3s2)c1, CO, Cl[Ni]Cl. RXN SMILES: [CH2:28]1[O:29][CH2:30][CH2:31][CH2:32]1.[CH3:1][c:2]1[cH:3][n:4][n:5](-[c:7]2[cH:8][c:9]3[n:10][cH:11][cH:12][c:13]([O:16][c:17]4[cH:18][cH:19][c:20]([N+:23]([O-:24])=[O:25])[cH:21][cH:22]4)[c:14]3[s:15]2)[cH:6]1.[CH3:26][OH:27].[Ni:33]([Cl:34])[Cl:35]>>[CH3:1][c:2]1[cH:3][n:4][n:5](-[c:7]2[cH:8][c:9]3[n:10][cH:11][cH:12][c:13]([O:16][c:17]4[cH:18][cH:19][c:20]([NH2:23])[cH:21][cH:22]4)[c:14]3[s:15]2)[cH:6]1. Reactants: CC1(CCOC2=CC(=CC=C12)O)C (4,4-Dimethylchroman-7-ol), C([O-])([O-])=O.[K+].[K+] (potassium carbonate), BrCC(=O)OCC (ethyl bromoacetate), crude residue. The product is CC1(CCOC2=CC(=CC=C12)OCC(=O)OCC)C (Ethyl [(4,4-dimethyl-3,4-dihydro-2H-chromen-7-yl)oxy]acetate). Yield: 99.3%. Reaction SMILES: [CH3:1][C:2]1([CH3:13])[C:11]2[C:6](=[CH:7][C:8]([OH:12])=[CH:9][CH:10]=2)[O:5][CH2:4][CH2:3]1.C(=O)([O-])[O-].[K+].[K+].Br[CH2:21][C:22]([O:24][CH2:25][CH3:26])=[O:23]>>[CH3:1][C:2]1([CH3:13])[C:11]2[C:6](=[CH:7][C:8]([O:12][CH2:21][C:22]([O:24][CH2:25][CH3:26])=[O:23])=[CH:9][CH:10]=2)[O:5][CH2:4][CH2:3]1 |f:1.2.3|. Reported procedure: 4,4-Dimethylchroman-7-ol (1.4 g, 8.0 mmol), potassium carbonate (3.3 g, 24.0 mmol) and ethyl bromoacetate (1.0 mL, 9.2 mmol) were treated in the same procedure described in Example 33(d). The crude residue was applied to a silica gel chromatography column and eluted with a volume mixture of hexane and ethyl acetate (19/1 to 4/1) to furnish 2.1 g (98% yield) of the title compound as a colorless oil. The reactants are SCC=1N=C(OC1C=O)C (4-(mercaptomethyl)-2-methyl-1,3-oxazole-5-carbaldehyde), C(C)(=O)O (acetic acid). Run in C(C)O (ethanol). Run at temperature 80 celsius, time 1 hour. Yields the product CC=1OC=2C(N1)=CSC2 (2-methylthieno[3,4-d][1,3]oxazole). Reaction SMILES: [SH:1][CH2:2][C:3]1[N:4]=[C:5]([CH3:10])[O:6][C:7]=1[CH:8]=O.C(O)(=O)C>C(O)C>[CH3:10][C:5]1[O:6][C:7]2[C:3](=[CH:2][S:1][CH:8]=2)[N:4]=1. Procedure: 5 mmol of 4-(mercaptomethyl)-2-methyl-1,3-oxazole-5-carbaldehyde was described in 50 ml of ethanol, then 50 mmol of acetic acid was added. Stirring was continued for 1 hour at a room temperature and the temperature was heated up to 80° C. to carry out the reaction for 4 hours. The reacted liquid was cooled down to a room temperature and the solvent was evaporated out. The product was purified using column separation with the solvents of ethylacetate and hexane, obtaining 2-methylthieno[3,4-d][1,... Starting materials: O=C([O-])O, O=C(Cl)COCc1ccccc1, COC(=O)c1ccc(N)cc1, CCOC(C)=O, [Na+]. The product is COC(=O)c1ccc(NC(=O)COCc2ccccc2)cc1. RXN SMILES: [C:12](=[O:13])([OH:14])[O-:15].[CH2:17]([c:18]1[cH:19][cH:20][cH:21][cH:22][cH:23]1)[O:24][CH2:25][C:26](=[O:27])[Cl:28].[CH3:1][O:2][C:3]([c:4]1[cH:5][cH:6][c:7]([NH2:10])[cH:8][cH:9]1)=[O:11].[CH3:29][CH2:30][O:31][C:32](=[O:33])[CH3:34].[Na+:16]>>[CH3:1][O:2][C:3]([c:4]1[cH:5][cH:6][c:7]([NH:10][C:26]([CH2:25][O:24][CH2:17][c:18]2[cH:19][cH:20][cH:21][cH:22][cH:23]2)=[O:27])[cH:8][cH:9]1)=[O:11]. Starting materials: Cl (hydrogen chloride), [OH-].[Na+] (sodium hydroxide), C(C1=CC=CC=C1)N1CC2(CC(N(C2=O)C)=O)CC1=O (7-benzyl-2-methyl-2,7-diazaspiro[4.4]nonane-1,3,8-trione), [H-].[Al+3].[Li+].[H-].[H-].[H-] (lithium aluminum hydride). Run in C(C)(C)O (isopropanol), O (water), O (water), O1CCCC1 (tetrahydrofuran), O1CCCC1 (tetrahydrofuran), C(C)(C)O (isopropanol). Conditions: time 8 hour. Product: C(C1=CC=CC=C1)N1CC2(CC1)CN(CC2)C (2-Benzyl-7-methyl-2,7-diazaspiro[4.4]nonane). Yield: 84.2%. RXN SMILES: [CH2:1]([N:8]1[C:19](=O)[CH2:18][C:10]2([C:14](=O)[N:13]([CH3:16])[C:12](=O)[CH2:11]2)[CH2:9]1)[C:2]1[CH:7]=[CH:6][CH:5]=[CH:4][CH:3]=1.[H-].[Al+3].[Li+].[H-].[H-].[H-].[OH-].[Na+].Cl>O1CCCC1.C(O)(C)C.O>[CH2:1]([N:8]1[CH2:19][CH2:18][C:10]2([CH2:11][CH2:12][N:13]([CH3:16])[CH2:14]2)[CH2:9]1)[C:2]1[CH:3]=[CH:4][CH:5]=[CH:6][CH:7]=1 |f:1.2.3.4.5.6,7.8|. Procedure details: A solution of 1.36 g (5.0 mmol) 7-benzyl-2-methyl-2,7-diazaspiro[4.4]nonane-1,3,8-trione in 50 ml tetrahydrofuran was added dropwise to a suspension of 0.95 g (25 mmol) lithium aluminum hydride in 30 ml tetrahydrofuran. The mixture was stirred overnight at room temperature, refluxed one hour, cooled, and treated dropwise with 0.95 ml water, 0.95 ml 15% sodium hydroxide solution and 2.8 ml water. After removal of the inorganic solids by filtration, the filtrate was concentrated in vacuo to give a... Starting materials: O=C1C2=C(N=C(O1)C(=O)OCC)SC(=C2)CCC (Ethyl 4-Oxo-6-propyl-4H-thieno[2,3-d][1,3]oxazine-2-carboxylate), C(C)(=O)[O-].[NH4+] (ammonium acetate). The solvent is C(C)(=O)O (acetic acid). Yields the product O=C1C2=C(N=C(N1)C(=O)OCC)SC(=C2)CCC (Ethyl 3,4-Dihydro-4-oxo-6-propylthieno[2,3-d]pyrimidine-2-carboxylate). RXN SMILES: [O:1]=[C:2]1O[C:6]([C:8]([O:10][CH2:11][CH3:12])=[O:9])=[N:5][C:4]2[S:13][C:14]([CH2:16][CH2:17][CH3:18])=[CH:15][C:3]1=2.C([O-])(=O)C.[NH4+:23]>C(O)(=O)C>[O:1]=[C:2]1[NH:23][C:6]([C:8]([O:10][CH2:11][CH3:12])=[O:9])=[N:5][C:4]2[S:13][C:14]([CH2:16][CH2:17][CH3:18])=[CH:15][C:3]1=2 |f:1.2|. Procedure: The product of Procedure 85 is converted to the desired product by treatment with ethanolic ammonium acetate according to the method of Procedure 5 except that acetic acid is omitted. The product is recrystallized from ethanol, m.p. 169°-170° C. Reactants: COC(=O)C1=CC2=CC=C(C=C2C=C1)C(CC)(C1=CC(=C(C=C1)O)C)CC (6-[1-ethyl-1-(4-hydroxy-3-methylphenyl)propyl]naphthalene-2-carboxylic acid methyl ester), C(=O)([O-])[O-].[K+].[K+] (K2CO3), BrC(C(C(C)(C)C)=O)CC (4-bromo-2,2-dimethylhexane-3-one), BrC(C(C(C)(C)C)=O)CC (4-bromo-2,2-dimethylhexane-3-one). Run in CN(C)C=O (DMF), C(Cl)Cl (CH2Cl2). Reaction conditions: temperature 45 celsius, time 62 hour. The product is COC(=O)C1=CC2=CC=C(C=C2C=C1)C(CC)(CC)C1=CC(=C(C=C1)OC(C(C(C)(C)C)=O)CC)C (6-{1-[4-(3,3-Dimethyl-1-ethyl-2-oxobutoxy)-3-methylphenyl]1-ethylpropyl}naphthalene-2-carboxylic acid methyl ester). The yield is 87.6%. Reaction SMILES: Br[CH:2]([CH2:9][CH3:10])[C:3](=[O:8])[C:4]([CH3:7])([CH3:6])[CH3:5].[CH3:11][O:12][C:13]([C:15]1[CH:24]=[CH:23][C:22]2[C:17](=[CH:18][CH:19]=[C:20]([C:25]([CH2:36][CH3:37])([C:28]3[CH:33]=[CH:32][C:31]([OH:34])=[C:30]([CH3:35])[CH:29]=3)[CH2:26][CH3:27])[CH:21]=2)[CH:16]=1)=[O:14].C([O-])([O-])=O.[K+].[K+]>CN(C=O)C.C(Cl)Cl>[CH3:11][O:12][C:13]([C:15]1[CH:24]=[CH:23][C:22]2[C:17](=[CH:18][CH:19]=[C:20]([C:25]([C:28]3[CH:33]=[CH:32][C:31]([O:34][CH:2]([CH2:9][CH3:10])[C:3](=[O:8])[C:4]([CH3:7])([CH3:6])[CH3:5])=[C:30]([CH3:35])[CH:29]=3)([CH2:36][CH3:37])[CH2:26][CH3:27])[CH:21]=2)[CH:16]=1)=[O:14] |f:2.3.4|. Procedure: Add 4-bromo-2,2-dimethylhexane-3-one (660 mg, 3.187 mmol) to a mixture of 6-[1-ethyl-1-(4-hydroxy-3-methylphenyl)propyl]naphthalene-2-carboxylic acid methyl ester (1.1 g, 3.035 mmol), and K2CO3 (629 mg, 4.55 mmol) in DMF (10 ml). Maintain the reaction mixture 45° C. for 14 h. Add an additional amount of 4-bromo-2,2-dimethylhexane-3-one (314 mg, 1.52 mmol) and maintain the mixture at 60° C. while stirring for 62 h. Cool the reaction mixture and dilute it with CH2Cl2, filter, and concentrate in va... Run in O1CCCC1 (tetrahydrofuran). RXN SMILES: [O:1]([CH2:8][CH:9]([OH:14])[CH2:10][N:11]=[N+]=[N-])[C:2]1[CH:7]=[CH:6][CH:5]=[CH:4][CH:3]=1.[H-].[Al+3].[Li+].[H-].[H-].[H-]>O1CCCC1>[O:1]([CH2:8][CH:9]([OH:14])[CH2:10][NH2:11])[C:2]1[CH:7]=[CH:6][CH:5]=[CH:4][CH:3]=1 |f:1.2.3.4.5.6|. Reactants: O(C1=CC=CC=C1)CC(CN=[N+]=[N-])O (3-phenoxy-2-hydroxypropylazide), [H-].[Al+3].[Li+].[H-].[H-].[H-] (lithium aluminum hydride). Yield: 107.6%. Product: O(C1=CC=CC=C1)CC(CN)O (3-Phenoxy-2-hydroxypropylamine). Procedure: A procedure similar to that described in Preparation 13 was repeated, except that 1.17 g of 3-phenoxy-2-hydroxypropylazide (prepared as described in Preparation 14), 0.46 g of lithium aluminum hydride and 20 ml of anhydrous tetrahydrofuran were used, to give 1.09 g of the title compound, melting at 82° C. to 84° C.